From a dataset of the Open Reaction Database (ORD), a public repository of structured organic reaction records. describe an organic reaction: reactants, conditions, products, and yield Starting materials: NC(=O)CBr, Cl, [H-], [Na+], CN(C)C=O, O, CSc1cc(=O)[nH]c(S)c1C#N. The product is CSc1cc(=O)[nH]c(SCC(N)=O)c1C#N. As a reaction SMILES: [Br:15][CH2:16][C:17](=[O:18])[NH2:19].[ClH:20].[H-:2].[Na+:1].[O:21]=[CH:22][N:23]([CH3:24])[CH3:25].[OH2:26].[SH:3][c:4]1[nH:5][c:6](=[O:14])[cH:7][c:8]([S:12][CH3:13])[c:9]1[C:10]#[N:11]>>[S:3]([c:4]1[nH:5][c:6](=[O:14])[cH:7][c:8]([S:12][CH3:13])[c:9]1[C:10]#[N:11])[CH2:16][C:17](=[O:18])[NH2:19]. Run in O1CCOCC1 (dioxane), O1CCOCC1 (dioxane). Yield: 20.2%. Procedure: To 3-({[(3R)-1-{3-[1-(tert-butoxycarbonyl)piperidin-4-yl]propanoyl}piperidin-3-yl]carbonyl}amino)-3-[3-(2-fluoroethoxy)phenyl]propanoic acid (65 mg, 90 μmol) in dioxane was added a 4 M solution of hydrochloric acid in dioxane (0.23 ml, 900 μmol) and stirred for 3 hours at room temperature. The solution was concentrated under reduced pressure and the residue was purified by preparative HPLC to yield 8.7 mg of (3S)-3-[5-(2-fluoroethoxy)phenyl]-3-[({(3R)-1-[3-(piperidin-4-yl)propanoyl]piperidin-3-y... Run at time 3 hour. Yields the product FCCOC=1C=CC=C(C1)[C@H](CC(=O)O)NC(=O)[C@H]1CN(CCC1)C(CCC1CCNCC1)=O ((3S)-3-[5-(2-fluoroethoxy)phenyl]-3-[({(3R)-1-[3-(piperidin-4-yl)propanoyl]piperidin-3-yl}carbonyl)amino]propanoic acid). RXN SMILES: C(OC([N:8]1[CH2:13][CH2:12][CH:11]([CH2:14][CH2:15][C:16]([N:18]2[CH2:23][CH2:22][CH2:21][C@@H:20]([C:24]([NH:26][CH:27]([C:32]3[CH:37]=[CH:36][CH:35]=[C:34]([O:38][CH2:39][CH2:40][F:41])[CH:33]=3)[CH2:28][C:29]([OH:31])=[O:30])=[O:25])[CH2:19]2)=[O:17])[CH2:10][CH2:9]1)=O)(C)(C)C.Cl>O1CCOCC1>[F:41][CH2:40][CH2:39][O:38][C:34]1[CH:35]=[CH:36][CH:37]=[C:32]([C@@H:27]([NH:26][C:24]([C@@H:20]2[CH2:21][CH2:22][CH2:23][N:18]([C:16](=[O:17])[CH2:15][CH2:14][CH:11]3[CH2:10][CH2:9][NH:8][CH2:13][CH2:12]3)[CH2:19]2)=[O:25])[CH2:28][C:29]([OH:31])=[O:30])[CH:33]=1. Starting materials: C(C)(C)(C)OC(=O)N1CCC(CC1)CCC(=O)N1C[C@@H](CCC1)C(=O)NC(CC(=O)O)C1=CC(=CC=C1)OCCF (3-({[(3R)-1-{3-[1-(tert-butoxycarbonyl)piperidin-4-yl]propanoyl}piperidin-3-yl]carbonyl}amino)-3-[3-(2-fluoroethoxy)phenyl]propanoic acid), solution, Cl (hydrochloric acid). The reactants are C(C)(C)(C)OC(=O)N1CCC(CC1)(C(=O)NN(C)C)CC1=CC=CC=C1 (4-benzyl-4-(N′,N′-dimethylhydrazinocarbonyl)piperidine-1-carboxylic acid tert-butyl ester), FC(C(=O)O)(F)F (trifluoroacetic acid). The solvent is C(Cl)Cl (methylene chloride). Run at time 60 minute. Product: CN(NC(=O)C1(CCNCC1)CC1=CC=CC=C1)C (4-benzylpiperidine-4-carboxylic acid N′,N′-dimethylhydrazide). RXN SMILES: C(OC([N:8]1[CH2:13][CH2:12][C:11]([CH2:20][C:21]2[CH:26]=[CH:25][CH:24]=[CH:23][CH:22]=2)([C:14]([NH:16][N:17]([CH3:19])[CH3:18])=[O:15])[CH2:10][CH2:9]1)=O)(C)(C)C.FC(F)(F)C(O)=O>C(Cl)Cl>[CH3:19][N:17]([CH3:18])[NH:16][C:14]([C:11]1([CH2:20][C:21]2[CH:22]=[CH:23][CH:24]=[CH:25][CH:26]=2)[CH2:10][CH2:9][NH:8][CH2:13][CH2:12]1)=[O:15]. Procedure details: To a solution of 4-benzyl-4-(N′,N′-dimethylhydrazinocarbonyl)piperidine-1-carboxylic acid tert-butyl ester (0.76 g, 2.02 mmol) in methylene chloride (2 ml) at 0° C. was added trifluoroacetic acid (5 ml) and the mixture was stirred for 60 min. The mixture was quenched with ethanol (20 ml), concentrated in vacuo and stripped three times with methylene chloride to give 4-benzylpiperidine-4-carboxylic acid N′,N′-dimethylhydrazide in quantitative yield. Reactants: CCOC(=O)C1C(C)=CC(=O)CC1(C)C, CO, Cl, [Na+], [OH-], OO. Product: CCOC(=O)C1C(C)(C)CC(=O)C2OC21C. As a reaction SMILES: [CH3:1][C:2]1([CH3:15])[CH2:3][C:4](=[O:14])[CH:5]=[C:6]([CH3:13])[CH:7]1[C:8](=[O:9])[O:10][CH2:11][CH3:12].[CH3:21][OH:22].[ClH:20].[Na+:19].[OH-:18].[OH:16][OH:17]>>[CH3:1][C:2]1([CH3:15])[CH2:3][C:4](=[O:14])[CH:5]2[C:6]([CH3:13])([CH:7]1[C:8](=[O:9])[O:10][CH2:11][CH3:12])[O:16]2. Starting materials: COC([C@@H](NC(=O)OC(C)(C)C)CC1=CC=CC=C1)=O (N-(tert.-butyloxycarbonyl)-L-phenylalanine methyl ester), [BH4-].[Li+] (lithium borohydride), CO.C(Cl)(Cl)Cl (MeOH CHCl3). Solvent: COCCOC (DME). The product is C(C)(C)(C)OC(=O)N[C@@H](CC1=CC=CC=C1)CO (N-(tert.-butyloxycarbonyl)-L-phenylalaninol). The yield is 89.0%. As a reaction SMILES: C[O:2][C:3](=O)[C@H:4]([CH2:13][C:14]1[CH:19]=[CH:18][CH:17]=[CH:16][CH:15]=1)[NH:5][C:6]([O:8][C:9]([CH3:12])([CH3:11])[CH3:10])=[O:7].[BH4-].[Li+].CO.C(Cl)(Cl)Cl>COCCOC>[C:9]([O:8][C:6]([NH:5][C@H:4]([CH2:3][OH:2])[CH2:13][C:14]1[CH:19]=[CH:18][CH:17]=[CH:16][CH:15]=1)=[O:7])([CH3:11])([CH3:12])[CH3:10] |f:1.2,3.4|. Procedure: This compound was prepared in 89% yield from the ester 4d (11.2 g, 40 mmol) by reduction with lithium borohydride in dry DME analogous to the method described earlier1,2. TLC Rf 0.50 (eluent MeOH/CHCl3, 7/93). 1H NMR (CDCl3) δ 1.40 (s, 9H, t-Bu), 2.00-2.53 (m, 1H, OH), 2,83 (d, J=5.4 Hz, 2H, CH2Ph), 3.33-4.08 (m, 3H, CH2OH, CHCH2), 4.48-4.94 (br d, 1H, NH), 7.22 (s, 5H, Ph). CI MS, m/e 252 (M+ +1). Reactants: COCCN1C(=O)CCCc2cc([N+](=O)[O-])ccc21, CCO. The product is COCCN1C(=O)CCCc2cc(N)ccc21. As a reaction SMILES: [CH3:1][O:2][CH2:3][CH2:4][N:5]1[c:6]2[c:7]([cH:13][c:14]([N+:17]([O-:18])=[O:19])[cH:15][cH:16]2)[CH2:8][CH2:9][CH2:10][C:11]1=[O:12].[CH3:20][CH2:21][OH:22]>>[CH3:1][O:2][CH2:3][CH2:4][N:5]1[c:6]2[c:7]([cH:13][c:14]([NH2:17])[cH:15][cH:16]2)[CH2:8][CH2:9][CH2:10][C:11]1=[O:12].